Dataset: the Open Reaction Database (ORD), a public repository of structured organic reaction records. Task: describe an organic reaction: reactants, conditions, products, and yield The reactants are ClC1=C(C=CC(=C1)C(F)(F)F)/C=C/C(=O)O ((E)-3-(2-chloro-4-trifluoromethyl-phenyl)-acrylic acid), ClC=1C=C(C=CC1CCN1CCC(CC1)C)N (3-chloro-4-[2-(4-methyl-piperidin-1-yl)-ethyl]-phenylamine). The product is ClC=1C=C(C=CC1CCN1CCC(CC1)C)NC(\C=C\C1=C(C=C(C=C1)C(F)(F)F)Cl)=O ((E)-N-{3-chloro-4-[2-(4-methyl-piperidin-1-yl)-ethyl]-phenyl}-3-(2-chloro-4-trifluoromethyl-phenyl)-acrylamide). The solvent is CN(C)C=O (DMF). Reaction SMILES: [Cl:1][C:2]1[CH:7]=[C:6]([C:8]([F:11])([F:10])[F:9])[CH:5]=[CH:4][C:3]=1/[CH:12]=[CH:13]/[C:14]([OH:16])=O.[Cl:17][C:18]1[CH:19]=[C:20]([NH2:33])[CH:21]=[CH:22][C:23]=1[CH2:24][CH2:25][N:26]1[CH2:31][CH2:30][CH:29]([CH3:32])[CH2:28][CH2:27]1>CN(C=O)C>[Cl:17][C:18]1[CH:19]=[C:20]([NH:33][C:14](=[O:16])/[CH:13]=[CH:12]/[C:3]2[CH:4]=[CH:5][C:6]([C:8]([F:9])([F:10])[F:11])=[CH:7][C:2]=2[Cl:1])[CH:21]=[CH:22][C:23]=1[CH2:24][CH2:25][N:26]1[CH2:27][CH2:28][CH:29]([CH3:32])[CH2:30][CH2:31]1. Procedure details: Prepared in DMF analogously to Example 143 starting from (E)-3-(2-chloro-4-trifluoromethyl-phenyl)-acrylic acid (Z37b) and 3-chloro-4-[2-(4-methyl-piperidin-1-yl)-ethyl]-phenylamine (Z46c). The crude product was purified by column chromatography (Alox, neutral, act. II-III, gradient petroleum ether/EtOAc 3:1→2:1) and then triturated with petroleum ether.